This data is from the Open Reaction Database (ORD), a public repository of structured organic reaction records. The task is: describe an organic reaction: reactants, conditions, products, and yield The reactants are CSC(=S)SC, CC(=O)C1CC1, [H-], [Na+], CN(C)C=O. The product is CSC(=CC(=O)C1CC1)SC. As a reaction SMILES: [C:9](=[S:10])([S:11][CH3:12])[S:13][CH3:14].[CH:3]1([C:6]([CH3:7])=[O:8])[CH2:4][CH2:5]1.[H-:2].[Na+:1].[O:15]=[CH:16][N:17]([CH3:18])[CH3:19]>>[CH:3]1([C:6]([CH:7]=[C:9]([S:11][CH3:12])[S:13][CH3:14])=[O:8])[CH2:4][CH2:5]1. Starting materials: C(C1=CC=CC=C1)OC=1C=C(C=C(C1)C1=CC=C(C=C1)C(F)(F)F)CC(=O)O ((5-benzyloxy-4′-trifluoromethyl-biphenyl-3-yl)-acetic acid), C1(CC1)CO (cyclopropylmethyl alcohol), C1(CC1)COC=1C=C(C=C(C1)C1=CC=C(C=C1)C(F)(F)F)CC(=O)O (5-cyclopropylmethoxy-4′-trifluoromethyl-biphenyl-3-yl-acetic acid), C(C1=CC=CC=C1)O (benzyl alcohol). Product: C1(CC1)COC=1C=C(C=C(C1)C1=CC=C(C=C1)C(F)(F)F)C(C(=O)O)CCC (2-(5-cyclopropylmethoxy-4′-trifluoromethyl-biphenyl-3-yl)-pentanoic acid). RXN SMILES: [CH2:1]([O:8][C:9]1[CH:10]=[C:11]([CH2:25][C:26]([OH:28])=[O:27])[CH:12]=[C:13]([C:15]2[CH:20]=[CH:19][C:18]([C:21]([F:24])([F:23])[F:22])=[CH:17][CH:16]=2)[CH:14]=1)[C:2]1[CH:7]=[CH:6]C=CC=1.[CH:29]1(COC2C=C(CC(O)=O)C=C(C3C=CC(C(F)(F)F)=CC=3)C=2)[CH2:31][CH2:30]1.C(O)C1C=CC=CC=1.C1(CO)CC1>>[CH:2]1([CH2:1][O:8][C:9]2[CH:10]=[C:11]([CH:25]([CH2:30][CH2:29][CH3:31])[C:26]([OH:28])=[O:27])[CH:12]=[C:13]([C:15]3[CH:16]=[CH:17][C:18]([C:21]([F:23])([F:22])[F:24])=[CH:19][CH:20]=3)[CH:14]=2)[CH2:6][CH2:7]1. Reported procedure: Procedure as for example 10 replacing (5-benzyloxy-4′-trifluoromethyl-biphenyl-3-yl)-acetic acid with 5-cyclopropylmethoxy-4′-trifluoromethyl-biphenyl-3-yl-acetic acid, itself made according to the procedure of example 9 replacing benzyl alcohol with cyclopropylmethyl alcohol afforded 2-(5-cyclopropylmethoxy-4′-trifluoromethyl-biphenyl-3-yl)-pentanoic acid, LC method B, retention time 12.8 min. The reactants are N([C@@H](CC1=CC=C(C=C1)[N+](=O)[O-])C(=O)O)C(=O)OC(C)(C)C (Boc-Phe(4-NO2)-OH), C([O-])(O)=O.[Cs+] (caesium bicarbonate). Solvent: CO (methanol). Conditions: time 8 hour. The product is N([C@@H](CC1=CC=CC=C1)C(=O)O)C(=O)OC(C)(C)C (Boc-Phe). Reaction SMILES: [NH:1]([C:16]([O:18][C:19]([CH3:22])([CH3:21])[CH3:20])=[O:17])[C@H:2]([C:13]([OH:15])=[O:14])[CH2:3][C:4]1[CH:9]=[CH:8][C:7]([N+]([O-])=O)=[CH:6][CH:5]=1.C(=O)(O)[O-].[Cs+]>CO>[NH:1]([C:16]([O:18][C:19]([CH3:22])([CH3:21])[CH3:20])=[O:17])[C@H:2]([C:13]([OH:15])=[O:14])[CH2:3][C:4]1[CH:9]=[CH:8][CH:7]=[CH:6][CH:5]=1 |f:1.2|. Procedure details: Boc-Phe(4-NO2)-OH (1.39 g) was dissolved in 70% methanol (100 ml) and adjusted to pH7 with the addition of 1N caesium bicarbonate. The solution was evaporated to dryness with the residue being evaporated three more times with added DMF. The resultant dried caesium salt of Boc-Phe(NO2)-OH was dissolved in DMF (60 ml) and shaken with BrCH2 -Pam-resin (1 meq of Br) overnight. Boc-Phe(4-NO2 --OCH2 -Pam-resin was isolated by filtration, washed with DCM and treated according to Table 1 (steps 10-14) t... Reactants: Br, CCCCCCCCc1ccc(-c2ccc(OC)cc2)nc1, CC(=O)O, O. Product: CCCCCCCCc1ccc(-c2ccc(O)cc2)nc1. As a reaction SMILES: [BrH:23].[CH3:1][O:2][c:3]1[cH:4][cH:5][c:6](-[c:9]2[n:10][cH:11][c:12]([CH2:15][CH2:16][CH2:17][CH2:18][CH2:19][CH2:20][CH2:21][CH3:22])[cH:13][cH:14]2)[cH:7][cH:8]1.[CH3:25][C:26](=[O:27])[OH:28].[OH2:24]>>[OH:2][c:3]1[cH:4][cH:5][c:6](-[c:9]2[n:10][cH:11][c:12]([CH2:15][CH2:16][CH2:17][CH2:18][CH2:19][CH2:20][CH2:21][CH3:22])[cH:13][cH:14]2)[cH:7][cH:8]1.